Dataset: the Open Reaction Database (ORD), a public repository of structured organic reaction records. Task: describe an organic reaction: reactants, conditions, products, and yield Reactants: CC#N, CCOC(C)=O, CC(C)C(=O)c1cnc(C(CC2CCCC2)c2ccc(S(C)(=O)=O)cc2)[nH]1, F[Xe]F. The product is CC(C)C(=O)c1[nH]c(C(CC2CCCC2)c2ccc(S(C)(=O)=O)cc2)nc1F. As a reaction SMILES: [CH3:31][C:32]#[N:33].[CH3:34][CH2:35][O:36][C:37](=[O:38])[CH3:39].[CH:1]1([CH2:6][CH:7]([c:8]2[cH:9][cH:10][c:11]([S:14](=[O:15])(=[O:16])[CH3:17])[cH:12][cH:13]2)[c:18]2[nH:19][c:20]([C:23]([CH:24]([CH3:25])[CH3:26])=[O:27])[cH:21][n:22]2)[CH2:2][CH2:3][CH2:4][CH2:5]1.[Xe:28]([F:29])[F:30]>>[CH:1]1([CH2:6][CH:7]([c:8]2[cH:9][cH:10][c:11]([S:14](=[O:15])(=[O:16])[CH3:17])[cH:12][cH:13]2)[c:18]2[nH:19][c:20]([C:23]([CH:24]([CH3:25])[CH3:26])=[O:27])[c:21]([F:29])[n:22]2)[CH2:2][CH2:3][CH2:4][CH2:5]1.